Dataset: the Open Reaction Database (ORD), a public repository of structured organic reaction records. Task: describe an organic reaction: reactants, conditions, products, and yield Procedure: A solution of 2-(4-chlorophenyl)-3-(2,3-epoxypropoxy)-isoindolin-1-one (15 g.) and isopropylamine (75 cc.) in anhydrous toluene (250 cc.) is heated under reflux for 5 days. The reaction mixture is then evaporated to dryness under reduced pressure and the residue obtained is recrystallised from ethyl acetate (60 cc.). After drying, 2-(4-chlorophenyl)-3-(2-hydroxy-3-isopropylamino-propoxy)-isoindolin-1-one (13 g.), melting at 107° C., is obtained. The solvent is C1(=CC=CC=C1)C (toluene). The product is ClC1=CC=C(C=C1)N1C(C2=CC=CC=C2C1OCC(CNC(C)C)O)=O (2-(4-chlorophenyl)-3-(2-hydroxy-3-isopropylamino-propoxy)-isoindolin-1-one). As a reaction SMILES: [Cl:1][C:2]1[CH:7]=[CH:6][C:5]([N:8]2[CH:16]([O:17][CH2:18][CH:19]3[O:21][CH2:20]3)[C:15]3[C:10](=[CH:11][CH:12]=[CH:13][CH:14]=3)[C:9]2=[O:22])=[CH:4][CH:3]=1.[CH:23]([NH2:26])([CH3:25])[CH3:24]>C1(C)C=CC=CC=1>[Cl:1][C:2]1[CH:7]=[CH:6][C:5]([N:8]2[CH:16]([O:17][CH2:18][CH:19]([OH:21])[CH2:20][NH:26][CH:23]([CH3:25])[CH3:24])[C:15]3[C:10](=[CH:11][CH:12]=[CH:13][CH:14]=3)[C:9]2=[O:22])=[CH:4][CH:3]=1. Reactants: ClC1=CC=C(C=C1)N1C(C2=CC=CC=C2C1OCC1CO1)=O (2-(4-chlorophenyl)-3-(2,3-epoxypropoxy)-isoindolin-1-one), C(C)(C)N (isopropylamine). Product: O=S=c1cc(-c2ccc(O)cc2)ss1. RXN SMILES: [CH3:25][C:26](=[O:27])[CH3:28].[OH:12][c:13]1[cH:14][cH:15][c:16](-[c:19]2[cH:20][c:21](=[S:24])[s:22][s:23]2)[cH:17][cH:18]1.[OH:1][O:2][C:3]([c:4]1[cH:5][c:6]([Cl:7])[cH:8][cH:9][cH:10]1)=[O:11]>>[O:1]=[S:24]=[c:21]1[cH:20][c:19](-[c:16]2[cH:15][cH:14][c:13]([OH:12])[cH:18][cH:17]2)[s:23][s:22]1. Reactants: CC(C)=O, Oc1ccc(-c2cc(=S)ss2)cc1, O=C(OO)c1cccc(Cl)c1. The reactants are C1=CC=CC=2C3=CC=CC=C3CC12 (Fluorene), [Li]CCCC (n-BuLi), ICC (iodoethane). The product is C(C)C1C2=CC=CC=C2C=2C=CC=CC12 (9-Ethylfluorene). Isolated yield 97.5%. Reaction SMILES: [CH:1]1[C:13]2[CH2:12][C:11]3[C:6](=[CH:7][CH:8]=[CH:9][CH:10]=3)[C:5]=2[CH:4]=[CH:3][CH:2]=1.[Li][CH2:15][CH2:16]CC.ICC>>[CH2:15]([CH:12]1[C:11]2[CH:10]=[CH:9][CH:8]=[CH:7][C:6]=2[C:5]2[C:13]1=[CH:1][CH:2]=[CH:3][CH:4]=2)[CH3:16]. Procedure: Fluorene (5.0 g, 30.1 mmol), n-BuLi (16 ml, 40 mmol, 2.5 M in hexane), RX=iodoethane (7.04 g, 45.1 mmol). 41 was isolated as yellow oil (5.7 g, 97%). Analytical data were identical to those in the literature (K. D. Bartle, P. M. G. Bavin, D. W. Jones, R. L'Amie, Tetrahedron 1970, 26, 911). Starting materials: FC(C1=CC=C(C=C1)O)(F)F (4-(trifluoromethyl)phenol), ClC(C)(C#C)C (2-chloro-2-methyl-3-butyne), C([O-])([O-])=O.[K+].[K+] (potassium carbonate), 1, ClC(C)(C#C)C (2-chloro-2-methyl-3-butyne). The solvent is CC(=O)C (acetone). Product: CC(C#C)(OC1=CC=C(C=C1)C(F)(F)F)C (4-(1,1-dimethyl-2-propynyloxy)trifluoromethylbenzene). The yield is 78.9%. RXN SMILES: [F:1][C:2]([F:11])([F:10])[C:3]1[CH:8]=[CH:7][C:6]([OH:9])=[CH:5][CH:4]=1.Cl[C:13]([CH3:17])([C:15]#[CH:16])[CH3:14].C(=O)([O-])[O-].[K+].[K+]>CC(C)=O>[CH3:14][C:13]([CH3:17])([O:9][C:6]1[CH:5]=[CH:4][C:3]([C:2]([F:10])([F:11])[F:1])=[CH:8][CH:7]=1)[C:15]#[CH:16] |f:2.3.4|. Procedure details: 1.62 g of 4-(trifluoromethyl)phenol, 1.53 g of 2-chloro-2-methyl-3-butyne and 10 g of potassium carbonate were heated at reflux in 50 ml of acetone. After 18, 42 and 66 hours further batches of 1 53 g of 2-chloro-2-methyl-3-butyne were added. 72 hours after the final addition the mixture was allowed to cool to room temperature and was partitioned between diethyl ether and water. The organic phase was washed with aqueous sodium hydroxide solution, dried over sodium sulphate and evaporated. The re...